Dataset: the Open Reaction Database (ORD), a public repository of structured organic reaction records. Task: describe an organic reaction: reactants, conditions, products, and yield Product: O=C1CC(C(=O)O)N(C(=O)OCc2ccccc2)C1. The reactants are O=C(O)C1CC(O)CN1C(=O)OCc1ccccc1, CC(C)=O, O=[Cr](=O)(O)O, O=S(=O)(O)O. RXN SMILES: [C:1](=[O:2])([O:3][CH2:4][c:5]1[cH:6][cH:7][cH:8][cH:9][cH:10]1)[N:11]1[CH:12]([C:13](=[O:14])[OH:15])[CH2:16][CH:17]([OH:19])[CH2:18]1.[CH3:25][C:26](=[O:27])[CH3:28].[Cr:20]([OH:21])([OH:22])(=[O:23])=[O:24].[S:29](=[O:30])(=[O:31])([OH:32])[OH:33]>>[C:1](=[O:2])([O:3][CH2:4][c:5]1[cH:6][cH:7][cH:8][cH:9][cH:10]1)[N:11]1[CH:12]([C:13](=[O:14])[OH:15])[CH2:16][C:17](=[O:19])[CH2:18]1.